Dataset: the Open Reaction Database (ORD), a public repository of structured organic reaction records. Task: describe an organic reaction: reactants, conditions, products, and yield Starting materials: C(C)(C)(C)OC(=O)NCC1=CC=C(C=C1)N1C(OC(C1)C(=O)N1CCN(CC1)CC(=O)OCC1=CC=CC=C1)=O (benzyl 2-{1-[3-(4-tert-butoxycarbonylaminomethylphenyl)-2-oxo-5-oxazolidinylcarbonyl]-4-piperazinyl}acetate), Cl (HCl). Solvent: C(C)(=O)OCC (ethyl acetate). Yields the product Cl.Cl.NCC1=CC=C(C=C1)N1C(OC(C1)C(=O)N1CCN(CC1)CC(=O)OCC1=CC=CC=C1)=O (Benzyl 2-{1-[3-(4-aminomethylphenyl)-2-oxo-5-oxazolidinylcarbonyl]-4-piperazinyl}acetate, dihydrochloride). RXN SMILES: C(OC([NH:8][CH2:9][C:10]1[CH:15]=[CH:14][C:13]([N:16]2[CH2:20][CH:19]([C:21]([N:23]3[CH2:28][CH2:27][N:26]([CH2:29][C:30]([O:32][CH2:33][C:34]4[CH:39]=[CH:38][CH:37]=[CH:36][CH:35]=4)=[O:31])[CH2:25][CH2:24]3)=[O:22])[O:18][C:17]2=[O:40])=[CH:12][CH:11]=1)=O)(C)(C)C.[ClH:41]>C(OCC)(=O)C>[ClH:41].[ClH:41].[NH2:8][CH2:9][C:10]1[CH:15]=[CH:14][C:13]([N:16]2[CH2:20][CH:19]([C:21]([N:23]3[CH2:24][CH2:25][N:26]([CH2:29][C:30]([O:32][CH2:33][C:34]4[CH:35]=[CH:36][CH:37]=[CH:38][CH:39]=4)=[O:31])[CH2:27][CH2:28]3)=[O:22])[O:18][C:17]2=[O:40])=[CH:12][CH:11]=1 |f:3.4.5|. Reported procedure: 0.74 g of benzyl 2-{1-[3-(4-tert-butoxycarbonylaminomethylphenyl)-2-oxo-5-oxazolidinylcarbonyl]-4-piperazinyl}acetate is stirred in 30 ml of HCl solution in ethyl acetate at room temperature. The precipitate formed is filtered off through suction, washed with a little ethyl acetate and dried. Benzyl 2-{1-[3-(4-aminomethylphenyl)-2-oxo-5-oxazolidinylcarbonyl]-4-piperazinyl}acetate, dihydrochloride, is obtained, m.p. 224°-226°. Starting materials: C(C1=CC=CC=C1)(=O)N1CC2=C(N=NC(=C2)NN)CC1 (6-benzoyl-3-hydrazino-5,6,7,8-tetrahydropyrido[4,3-c]pyridazine), C1(CCCCCCCCCCC1)=O (cyclododecanone). The solvent is C(C)O (ethanol). The product is C(C1=CC=CC=C1)(=O)N1CC2=C(N=NC(=C2)NN=C2CCCCCCCCCCC2)CC1 (6-Benzoyl-3-cyclododecanylidenehydrazino-5,6,7,8-tetrahydropyrido[4,3-c]pyridazine). Reaction SMILES: [C:1]([N:9]1[CH2:20][CH2:19][C:12]2[N:13]=[N:14][C:15]([NH:17][NH2:18])=[CH:16][C:11]=2[CH2:10]1)(=[O:8])[C:2]1[CH:7]=[CH:6][CH:5]=[CH:4][CH:3]=1.[C:21]1(=O)[CH2:32][CH2:31][CH2:30][CH2:29][CH2:28][CH2:27][CH2:26][CH2:25][CH2:24][CH2:23][CH2:22]1>C(O)C>[C:1]([N:9]1[CH2:20][CH2:19][C:12]2[N:13]=[N:14][C:15]([NH:17][N:18]=[C:21]3[CH2:32][CH2:31][CH2:30][CH2:29][CH2:28][CH2:27][CH2:26][CH2:25][CH2:24][CH2:23][CH2:22]3)=[CH:16][C:11]=2[CH2:10]1)(=[O:8])[C:2]1[CH:3]=[CH:4][CH:5]=[CH:6][CH:7]=1. Reported procedure: A suspension of 2.7 g of 6-benzoyl-3-hydrazino-5,6,7,8-tetrahydropyrido[4,3-c]pyridazine and 1.8 g of cyclododecanone in 20 cc of absolute ethanol is heated on a water bath for 30 minutes, whereby a dissolution and reprecipitation clearly occurs. The resulting title compound is recrystallized from a mixture of 160 cc of methanol and 30 cc of dimethyl formamide. M.P. 222°-225° (decomp.). The reactants are [Cl-].[Al+3].[Cl-].[Cl-] (aluminum chloride), CC1(C2=CC=CC=C2C=2C=CC=CC12)C (9,9-dimethyl-9H-fluorene), BrC=1C=C2C(C(=O)OC2=O)=CC1 (4-Bromo Phthalic anhydride), resultant product, ClCCl (Dichloromethane), resultant mixture. Solvent: O (water). Product: BrC=1C=CC(=C(C(=O)O)C1)C(=O)C1=CC=2C(C3=CC=CC=C3C2C=C1)(C)C (5-bromo-2-(9,9-dimethyl-9H-fluorene-2-carbonyl)benzoic acid). Yield: 49.8%. Reaction SMILES: [CH3:1][C:2]1([CH3:15])[C:14]2[CH:13]=[CH:12][CH:11]=[CH:10][C:9]=2[C:8]2[C:3]1=[CH:4][CH:5]=[CH:6][CH:7]=2.[Br:16][C:17]1[CH:18]=[C:19]2[C:24](=[O:25])[O:23][C:21](=[O:22])[C:20]2=[CH:26][CH:27]=1.ClCCl.[Cl-].[Al+3].[Cl-].[Cl-]>O>[Br:16][C:17]1[CH:27]=[CH:26][C:20]([C:21]([C:5]2[CH:6]=[CH:7][C:8]3[C:9]4[C:14](=[CH:13][CH:12]=[CH:11][CH:10]=4)[C:2]([CH3:15])([CH3:1])[C:3]=3[CH:4]=2)=[O:22])=[C:19]([CH:18]=1)[C:24]([OH:25])=[O:23] |f:3.4.5.6|. Procedure details: 9,9-dimethyl-9H-fluorene (27.78 g, 0.143 mol) and 4-Bromo Phthalic anhydride (48.69 g, 0.214 mol) were placed in a reaction vessel, and added with Dichloromethane (700 ml). At 0° C., aluminum chloride (28.7 g, 0.214 mol) was gradually added thereto, and the temperature was raised up to room temperature. Then, the resultant mixture was stirred for 12 hours. After the reaction was completed, the resultant product was gradually added with distilled water. The resultant product was extracted with an... The reactants are C1(=CC=CC=C1)CN(CCCN1C(NC(CC1)=O)=O)CC1=CC=CC=C1 (1-[3-[bis(phenylmethyl)amino]propyl]dihydro-2,4(1H,3H)-pyrimidinedione), [H][H] (hydrogen). Reagents/catalysts: [Pd] (palladium-on-carbon). Solvent: CO (methanol). Yields the product NCCCN1C(NC(CC1)=O)=O (1-(3-aminopropyl)dihydro-2,4(1H,3H)-pyrimidinedione). The yield is 90.0%. Reaction SMILES: C1(C[N:8](CC2C=CC=CC=2)[CH2:9][CH2:10][CH2:11][N:12]2[CH2:17][CH2:16][C:15](=[O:18])[NH:14][C:13]2=[O:19])C=CC=CC=1.[H][H]>CO.[Pd]>[NH2:8][CH2:9][CH2:10][CH2:11][N:12]1[CH2:17][CH2:16][C:15](=[O:18])[NH:14][C:13]1=[O:19]. Reported procedure: A mixture of intermediate (53) (0.010 mol) in methanol (150 ml) was hydrogenated at 50° C. with palladium-on-carbon (10%, 1 g) as a catalyst. After uptake of hydrogen (2 equivalents), the catalyst was filtered off and the filtrate was evaporated. Toluene was added and azeotroped on the rotary evaporator. The residue was dried over the weekend under a gentle stream of nitrogen. Toluene was added and azeotroped on the rotary evaporator. The residue was stirred in DCM (50 ml). NaOCH3 (0.504 g) was ... Starting materials: C(#N)CC1C(C1)(C1=CC(=CC=C1)[N+](=O)[O-])NC(OC)=O (methyl (1SR,2SR)-2-(cyanomethyl)-1-(3-nitrophenyl)cyclopropylcarbamate), S(=O)(Cl)Cl (thionyl chloride), C(C)O (ethanol), C(=O)(O)[O-].[Na+] (NaHCO3). Run at temperature 80 celsius, time 1 hour. Yields the product COC(=O)NC1(C(C1)CC(=O)OCC)C1=CC(=CC=C1)[N+](=O)[O-] (ethyl 2-((1SR,2SR)-2-(methoxycarbonylamino)-2-(3-nitrophenyl)cyclopropyl)acetate). The yield is 98.1%. RXN SMILES: [C:1]([CH2:3][CH:4]1[CH2:6][C:5]1([NH:16][C:17](=[O:20])[O:18][CH3:19])[C:7]1[CH:12]=[CH:11][CH:10]=[C:9]([N+:13]([O-:15])=[O:14])[CH:8]=1)#N.S(Cl)(Cl)=O.C([O-])(O)=[O:26].[Na+].[CH2:30]([OH:32])[CH3:31]>>[CH3:19][O:18][C:17]([NH:16][C:5]1([C:7]2[CH:12]=[CH:11][CH:10]=[C:9]([N+:13]([O-:15])=[O:14])[CH:8]=2)[CH2:6][CH:4]1[CH2:3][C:1]([O:32][CH2:30][CH3:31])=[O:26])=[O:20] |f:2.3|. Procedure details: To a solution of methyl (1SR,2SR)-2-(cyanomethyl)-1-(3-nitrophenyl)cyclopropylcarbamate (intermediate B9a) (2.1 g, 7.63 mmol, Eq: 1.00) in ethanol (40 ml) was added dropwise thionyl chloride (13.6 g, 8.35 ml, 114 mmol, Eq: 15) ant the light brown solution was stirred at 80° C. for 1 hour. Poured cautiously into sat NaHCO3 solution, extracted with dichloromethane, washed the organic layer with brine and dried over Na2SO4. Removal of the solvent in vacuum left the ethyl 2-((1SR,2SR)-2-(methoxycarb... The reactants are CC(C)(C)[O-], CC(=O)C1CC1, O=C(NC1CN2CCC1CC2)c1cc2ccc(Br)cc2o1, [Na+], C1COCCO1. Yields the product O=C(NC1CN2CCC1CC2)c1cc2ccc(CC(=O)C3CC3)cc2o1. RXN SMILES: [CH3:22][C:23]([CH3:24])([O-:25])[CH3:26].[CH:28]1([C:31](=[O:32])[CH3:33])[CH2:29][CH2:30]1.[N:1]12[CH2:2][CH:3]([NH:9][C:10](=[O:11])[c:12]3[o:13][c:14]4[c:15]([cH:16]3)[cH:17][cH:18][c:19]([Br:21])[cH:20]4)[CH:4]([CH2:5][CH2:6]1)[CH2:7][CH2:8]2.[Na+:27].[O:34]1[CH2:35][CH2:36][O:37][CH2:38][CH2:39]1>>[N:1]12[CH2:2][CH:3]([NH:9][C:10](=[O:11])[c:12]3[o:13][c:14]4[c:15]([cH:16]3)[cH:17][cH:18][c:19]([CH2:33][C:31]([CH:28]3[CH2:29][CH2:30]3)=[O:32])[cH:20]4)[CH:4]([CH2:5][CH2:6]1)[CH2:7][CH2:8]2. The reactants are ClC=1C=C(C=O)C=CC1F (3-chloro-4-fluorobenzaldehyde), C(C=C)(=O)OC (methyl acrylate), N12CCN(CC1)CC2 (1,4-diazabicyclo[2.2.2]octane). The solvent is C(C)#N (acetonitrile). Run at time 5 day. Yields the product ClC=1C=C(C=CC1F)C(C(C(=O)OC)=C)O (methyl 2-[(3-chloro-4-fluorophenyl)(hydroxy)methyl]prop-2-enoate). RXN SMILES: [Cl:1][C:2]1[CH:3]=[C:4]([CH:7]=[CH:8][C:9]=1[F:10])[CH:5]=[O:6].[C:11]([O:15][CH3:16])(=[O:14])[CH:12]=[CH2:13].N12CCN(CC1)CC2>C(#N)C>[Cl:1][C:2]1[CH:3]=[C:4]([CH:5]([OH:6])[C:12](=[CH2:13])[C:11]([O:15][CH3:16])=[O:14])[CH:7]=[CH:8][C:9]=1[F:10]. Procedure: To a solution of 3-chloro-4-fluorobenzaldehyde (10.0 g) and methyl acrylate (8.5 mL) in acetonitrile (63 mL) was added 1,4-diazabicyclo[2.2.2]octane (1.41 g), and the mixture was stirred at room temperature for 5 days. The reaction mixture was concentrated under reduced pressure, and the residue was purified by silica gel chromatography (hexane/ethyl acetate) to give the title compound (11.5 g). The reactants are NC=1C=2N(C=CN1)C(=NC2C=2CCN(CC2)C(=O)C2=CC=CC=C2)C2CCC2 ([4-(8-amino-3-cyclobutylimidazo[1,5-a]pyrazin-1-yl)-3,6-dihydro-2H-pyridin-1-yl]-phenylmethanone), FC1=C(C(=O)O)C=CC=C1 (2-fluorobenzoic acid), ( 100 ). Yields the product NC=1C=2N(C=CN1)C(=NC2C=2CCN(CC2)C(=O)C2=C(C=CC=C2)F)C2CCC2 ([4-(8-Amino-3-cyclobutylimidazo[1,5-a]pyrazin-1-yl)-3,6-dihydro-2H-pyridin-1-yl]-(2-fluorophenyl)-methanone). As a reaction SMILES: [NH2:1][C:2]1[C:3]2[N:4]([C:8]([CH:25]3[CH2:28][CH2:27][CH2:26]3)=[N:9][C:10]=2[C:11]2[CH2:12][CH2:13][N:14]([C:17]([C:19]3[CH:24]=[CH:23][CH:22]=[CH:21][CH:20]=3)=[O:18])[CH2:15][CH:16]=2)[CH:5]=[CH:6][N:7]=1.[F:29]C1C=CC=CC=1C(O)=O>>[NH2:1][C:2]1[C:3]2[N:4]([C:8]([CH:25]3[CH2:26][CH2:27][CH2:28]3)=[N:9][C:10]=2[C:11]2[CH2:12][CH2:13][N:14]([C:17]([C:19]3[CH:24]=[CH:23][CH:22]=[CH:21][C:20]=3[F:29])=[O:18])[CH2:15][CH:16]=2)[CH:5]=[CH:6][N:7]=1. Procedure: Prepared according to a procedure analogous to that described for synthesis of [4-(8-amino-3-cyclobutylimidazo[1,5-a]pyrazin-1-yl)-3,6-dihydro-2H-pyridin-1-yl]-phenylmethanone except using 2-fluorobenzoic acid. 1H NMR (400 MHz, CDCl3): δ=2.03 (ddd, J=11.75, 8.84, 3.16 Hz, 1H) 2.16 (ddd, J=14.46, 9.03, 5.56 Hz, 1H) 2.41-2.63 (m, 4H) 2.78 (br. s., 1H) 2.88 (br. s., 1H) 3.64 (t, J=5.05 Hz, 1H) 3.76 (quin, J=8.59 Hz, 1H) 4.11 (t, J=5.81 Hz, 2H) 4.51 (d, J=2.53 Hz, 1H) 5.82-6.12 (m, 1H) 6.64 (br. s.,...